From a dataset of the Open Reaction Database (ORD), a public repository of structured organic reaction records. describe an organic reaction: reactants, conditions, products, and yield Starting materials: aqueous solution, C(CC(O)(C(=O)O)CC(=O)O)(=O)O (citric acid), C(C=C)C1=CC(CC1=O)O ((RS)-3-allyl-4-oxo-2-cyclopenten-1-ol), N1C=NC=C1 (imidazole), [Si](C)(C)(C(C)(C)C)Cl (t-butyldimethylsilyl chloride). Solvent: CN(C=O)C (N,N-dimethylformamide). Yields the product [Si](C)(C)(C(C)(C)C)OC1C=C(C(C1)=O)CC=C ((RS)-3-allyl-4-oxo-2-cyclopenten-1-yl (t-butyldimethylsilyl) ether). Isolated yield 81.0%. As a reaction SMILES: [CH2:1]([C:4]1[C:8](=[O:9])[CH2:7][CH:6]([OH:10])[CH:5]=1)[CH:2]=[CH2:3].N1C=CN=C1.[Si:16](Cl)([C:19]([CH3:22])([CH3:21])[CH3:20])([CH3:18])[CH3:17].C(O)(=O)CC(CC(O)=O)(C(O)=O)O>CN(C)C=O>[Si:16]([O:10][CH:6]1[CH2:7][C:8](=[O:9])[C:4]([CH2:1][CH:2]=[CH2:3])=[CH:5]1)([C:19]([CH3:22])([CH3:21])[CH3:20])([CH3:18])[CH3:17]. Procedure details: To a solution mixture of 8.8 g of (RS)-3-allyl-4-oxo-2-cyclopenten-1-ol, 100 ml of N,N-dimethylformamide and 4.75 g of imidazole was added t-butyldimethylsilyl chloride under ice-cooling, and the resulting mixture was stirred under ice-cooling for 8 hours. Then the reaction liquid was poured into ice-cooled 5% aqueous solution of citric acid and extracted two times with diethyl ether. The combined ether layer was washed successively with saturated aqueous sodium bicarbonate solution and saturate... Starting materials: COC=1C=CC(=C(OC[C@@H]2OC2)C1)[N+](=O)[O-] ((2R)-2-[(5-methoxy-2-nitrophenoxy)methyl]oxirane), C(C)N(C(C)C)C(C)C (N-ethyl-N-isopropylpropan-2-amine), C(C)(=O)OC(C)=O (acetic anhydride). Reagents/catalysts: [Pd] (Pd/C). The solvent is C(C)(=O)OCC (ethyl acetate). Run at time 40 minute. Product: COC1=CC(=C(C=C1)NC(C)=O)OC[C@@H]1OC1 (N-{4-methoxy-2-[(2R)-oxiran-2-ylmethoxy]phenyl}acetamide), OC(COC1=C(C=CC(=C1)OC)NC(C)=O)C (N-[2-(2-hydroxypropoxy)-4-methoxyphenyl]acetamide). RXN SMILES: [CH3:1][O:2][C:3]1[CH:4]=[CH:5][C:6]([N+:14]([O-])=O)=[C:7]([CH:13]=1)[O:8][CH2:9][C@H:10]1[CH2:12][O:11]1.C(N(C(C)C)C(C)C)C.[C:26](OC(=O)C)(=[O:28])[CH3:27]>C(OCC)(=O)C.[Pd]>[CH3:1][O:2][C:3]1[CH:4]=[CH:5][C:6]([NH:14][C:26](=[O:28])[CH3:27])=[C:7]([O:8][CH2:9][C@H:10]2[CH2:12][O:11]2)[CH:13]=1.[OH:11][CH:10]([CH3:12])[CH2:9][O:8][C:7]1[CH:13]=[C:3]([O:2][CH3:1])[CH:4]=[CH:5][C:6]=1[NH:14][C:26](=[O:28])[CH3:27]. Procedure: A mixture of (2R)-2-[(5-methoxy-2-nitrophenoxy)methyl]oxirane (620 mg, 2.75 mmol), Pd/C (10%, 250 mg), N-ethyl-N-isopropylpropan-2-amine (0.94 mL, 5.5 mmol) and acetic anhydride (0.52 mL, 5.5 mmol) in ethyl acetate (25 mL) was hydrogenated at atmospheric pressure at room temperature for 40 minutes. The catalyst was filtered off and the filtrate was concentrated in vacuo. The residue was purified by silica gel flash chromatography (0-60% ethyl acetate in petroleum spirit) to give sub-title compou... The reactants are C(C1=CC=CC=C1)N1CC(C(CC1)O)CO ((rac)-1-benzyl-3-hydroxymethyl-piperidin-4-ol), Cl (HCl), O1CCOCC1 (dioxane). Reagents/catalysts: [OH-].[OH-].[Pd+2] (Pd(OH)2/C). Solvent: CO (MeOH). Conditions: time 16 hour. Yields the product Cl.OCC1CNCCC1O ((rac)-3-Hydroxymethyl-piperidin-4-ol hydrochloride). Yield: 86.0%. As a reaction SMILES: C([N:8]1[CH2:13][CH2:12][CH:11]([OH:14])[CH:10]([CH2:15][OH:16])[CH2:9]1)C1C=CC=CC=1.[ClH:17].O1CCOCC1>CO.[OH-].[OH-].[Pd+2]>[ClH:17].[OH:16][CH2:15][CH:10]1[CH:11]([OH:14])[CH2:12][CH2:13][NH:8][CH2:9]1 |f:4.5.6,7.8|. Procedure: A solution of 1 g (4.52 mmol) (rac)-1-benzyl-3-hydroxymethyl-piperidin-4-ol (ca 1:1 diast mixture, Synthesis (1999), 11, 1937-1943) in 25 ml of MeOH was treated with a solution of HCl in dioxane (1.24 ml, 4 M in dioxane, 4.97 mmol) and 95 mg of Pd(OH)2/C (20%) and was stirred over H2-atmosphere for 16 h. After filtration, new catalyst was added (95 mg of Pd(OH)2/C (20%)) and stirred over H2-atmosphere for 2 days. After filtration, the solution was evaporated under reduced pressure to yield 0.66 ... The reactants are O=C1Cc2c(cccc2-c2ccc(Br)cc2)N1, C1CCNCC1, CCO, Cc1[nH]c(C=O)c(C)c1C(=O)NCCN1CCCC1. Product: Cc1[nH]c(C=C2C(=O)Nc3cccc(-c4ccc(Br)cc4)c32)c(C)c1C(=O)NCCN1CCCC1. Reaction SMILES: [Br:1][c:2]1[cH:3][cH:4][c:5](-[c:8]2[c:9]3[c:13]([cH:14][cH:15][cH:16]2)[NH:12][C:11](=[O:17])[CH2:10]3)[cH:6][cH:7]1.[CH2:37]1[CH2:38][CH2:39][NH:40][CH2:41][CH2:42]1.[CH3:43][CH2:44][OH:45].[N:18]1([CH2:23][CH2:24][NH:25][C:26](=[O:27])[c:28]2[c:29]([CH3:36])[nH:30][c:31]([CH:34]=[O:35])[c:32]2[CH3:33])[CH2:19][CH2:20][CH2:21][CH2:22]1>>[Br:1][c:2]1[cH:3][cH:4][c:5](-[c:8]2[c:9]3[c:13]([cH:14][cH:15][cH:16]2)[NH:12][C:11](=[O:17])[C:10]3=[CH:34][c:31]2[nH:30][c:29]([CH3:36])[c:28]([C:26]([NH:25][CH2:24][CH2:23][N:18]3[CH2:19][CH2:20][CH2:21][CH2:22]3)=[O:27])[c:32]2[CH3:33])[cH:6][cH:7]1. Reactants: C1CCOC1, OC1CCCC1O, Fc1cccc(CSc2nc(Cl)cc(Cl)n2)c1F, [H-], [Na+]. Yields the product OC1CCCC1c1cc(Cl)nc(SCc2cccc(F)c2F)n1. RXN SMILES: [CH2:28]1[O:29][CH2:30][CH2:31][CH2:32]1.[CH:19]1([OH:25])[CH:20]([OH:24])[CH2:21][CH2:22][CH2:23]1.[Cl:1][c:2]1[n:3][c:4]([S:9][CH2:10][c:11]2[c:12]([F:18])[c:13]([F:17])[cH:14][cH:15][cH:16]2)[n:5][c:6]([Cl:8])[cH:7]1.[H-:27].[Na+:26]>>[c:2]1([CH:19]2[CH:20]([OH:24])[CH2:21][CH2:22][CH2:23]2)[n:3][c:4]([S:9][CH2:10][c:11]2[c:12]([F:18])[c:13]([F:17])[cH:14][cH:15][cH:16]2)[n:5][c:6]([Cl:8])[cH:7]1.